describe an organic reaction: reactants, conditions, products, and yield From a dataset of the Open Reaction Database (ORD), a public repository of structured organic reaction records. The reactants are CC(=O)OCC(F)=CC(C)(C)c1ccc(OC(F)(F)F)cc1, Fc1ccc(Br)cc1Oc1ccccc1, [Mg], C1CCOC1. Product: CC(C)(C=C(F)Cc1ccc(F)c(Oc2ccccc2)c1)c1ccc(OC(F)(F)F)cc1. Reaction SMILES: [C:17]([O:18][CH2:21][C:22](=[CH:23][C:24]([CH3:25])([c:26]1[cH:27][cH:28][c:29]([O:32][C:33]([F:34])([F:35])[F:36])[cH:30][cH:31]1)[CH3:37])[F:38])(=[O:19])[CH3:20].[F:1][c:2]1[c:3]([O:9][c:10]2[cH:11][cH:12][cH:13][cH:14][cH:15]2)[cH:4][c:5]([Br:8])[cH:6][cH:7]1.[Mg:16].[O:39]1[CH2:40][CH2:41][CH2:42][CH2:43]1>>[F:1][c:2]1[c:3]([O:9][c:10]2[cH:11][cH:12][cH:13][cH:14][cH:15]2)[cH:4][c:5]([CH2:21][C:22](=[CH:23][C:24]([CH3:25])([c:26]2[cH:27][cH:28][c:29]([O:32][C:33]([F:34])([F:35])[F:36])[cH:30][cH:31]2)[CH3:37])[F:38])[cH:6][cH:7]1. Starting materials: COC(=O)Cl, Cl, CN(C(=O)N(C)C1CN(C(=O)C2CC(N)C2)CC1c1ccc(F)cc1)c1cc(C(F)(F)F)cc(C(F)(F)F)c1. Product: COC(=O)NC1CC(C(=O)N2CC(c3ccc(F)cc3)C(N(C)C(=O)N(C)c3cc(C(F)(F)F)cc(C(F)(F)F)c3)C2)C1. RXN SMILES: [C:41]([O:42][CH3:43])(=[O:44])[Cl:45].[ClH:1].[NH2:2][CH:3]1[CH2:4][CH:5]([C:7](=[O:8])[N:9]2[CH2:10][CH:11]([N:21]([C:22](=[O:23])[N:24]([CH3:25])[c:26]3[cH:27][c:28]([C:36]([F:37])([F:38])[F:39])[cH:29][c:30]([C:32]([F:33])([F:34])[F:35])[cH:31]3)[CH3:40])[CH:12]([c:14]3[cH:15][cH:16][c:17]([F:20])[cH:18][cH:19]3)[CH2:13]2)[CH2:6]1>>[NH:2]([CH:3]1[CH2:4][CH:5]([C:7](=[O:8])[N:9]2[CH2:10][CH:11]([N:21]([C:22](=[O:23])[N:24]([CH3:25])[c:26]3[cH:27][c:28]([C:36]([F:37])([F:38])[F:39])[cH:29][c:30]([C:32]([F:33])([F:34])[F:35])[cH:31]3)[CH3:40])[CH:12]([c:14]3[cH:15][cH:16][c:17]([F:20])[cH:18][cH:19]3)[CH2:13]2)[CH2:6]1)[C:41]([O:42][CH3:43])=[O:44]. Starting materials: C(C1=CC=CC=C1)OC(=O)NCC(=O)C1C(=O)N(C(C1)=O)O (N-benzyloxycarbonyl-glycyl-N-hydroxysuccinimide), Cl (hydrochloric acid), O[C@@H]1C[C@H](NC1)C(=O)O (trans-4-Hydroxy-L-proline), C(O)([O-])=O.[Na+] (sodium hydrogen carbonate). The solvent is C(OC)COC (dimethoxyethane), C(C)(=O)OCC (Ethyl acetate), O (water). The product is C(C1=CC=CC=C1)OC(=O)NCC(=O)N1[C@H](C(=O)O)C[C@H](C1)O (N-Benzyloxycarbonylglycyl-trans-4-hydroxy-L-proline). Isolated yield 68.9%. As a reaction SMILES: [OH:1][C@H:2]1[CH2:6][NH:5][C@H:4]([C:7]([OH:9])=[O:8])[CH2:3]1.C(=O)([O-])O.[Na+].[CH2:15]([O:22][C:23]([NH:25][CH2:26][C:27](C1CC(=O)N(O)C1=O)=[O:28])=[O:24])[C:16]1[CH:21]=[CH:20][CH:19]=[CH:18][CH:17]=1.Cl>O.C(COC)OC.C(OCC)(=O)C>[CH2:15]([O:22][C:23]([NH:25][CH2:26][C:27]([N:5]1[CH2:6][C@H:2]([OH:1])[CH2:3][C@H:4]1[C:7]([OH:9])=[O:8])=[O:28])=[O:24])[C:16]1[CH:21]=[CH:20][CH:19]=[CH:18][CH:17]=1 |f:1.2|. Procedure details: trans-4-Hydroxy-L-proline 1 (0.28 g, 2.13 mmol) and sodium hydrogen carbonate (0.18 g, 2.13 mmol) were dissolved in water (3 cm3) at room temperature. N-benzyloxycarbonyl-glycyl-N-hydroxysuccinimide 2 (0.44 g, 1.44 mmol) in dimethoxyethane (3 cm3) was added dropwise over a period of 5 min. The solution was stirred for 2.5 then acidified with conc. hydrochloric acid (38%) to pH 1. The solution was placed in a refrigerator overnight. Ethyl acetate (2×20 cmr3) was added and the resulting organic la... Reactants: C#CC(C)(C)Cl, CC#N, [K+], [K+], O=C([O-])[O-], Oc1ccc(I)cc1. Yields the product C#CC(C)(C)Oc1ccc(I)cc1. Reaction SMILES: [CH3:15][C:16]([C:17]#[CH:18])([CH3:19])[Cl:20].[CH3:21][C:22]#[N:23].[K+:10].[K+:9].[O-:11][C:12]([O-:13])=[O:14].[OH:1][c:2]1[cH:3][cH:4][c:5]([I:6])[cH:7][cH:8]1>>[O:1]([c:2]1[cH:3][cH:4][c:5]([I:6])[cH:7][cH:8]1)[C:16]([CH3:15])([C:17]#[CH:18])[CH3:19].